This data is from the Open Reaction Database (ORD), a public repository of structured organic reaction records. The task is: describe an organic reaction: reactants, conditions, products, and yield Starting materials: COC(C)(C)C#Cc1ccc2c(c1)C1(COC(N)=N1)c1cc(-c3cncnc3)ccc1O2, CO, CCOC(C)=O. Product: COC(C)(C)CCc1ccc2c(c1)C1(COC(N)=N1)c1cc(-c3cncnc3)ccc1O2. Reaction SMILES: [CH3:1][O:2][C:3]([C:4]#[C:5][c:6]1[cH:7][c:8]2[c:9]([cH:10][cH:11]1)[O:12][c:13]1[cH:14][cH:15][c:16](-[c:25]3[cH:26][n:27][cH:28][n:29][cH:30]3)[cH:17][c:18]1[C:19]21[N:20]=[C:21]([NH2:24])[O:22][CH2:23]1)([CH3:31])[CH3:32].[CH3:33][OH:34].[CH3:35][CH2:36][O:37][C:38](=[O:39])[CH3:40]>>[CH3:1][O:2][C:3]([CH2:4][CH2:5][c:6]1[cH:7][c:8]2[c:9]([cH:10][cH:11]1)[O:12][c:13]1[cH:14][cH:15][c:16](-[c:25]3[cH:26][n:27][cH:28][n:29][cH:30]3)[cH:17][c:18]1[C:19]21[N:20]=[C:21]([NH2:24])[O:22][CH2:23]1)([CH3:31])[CH3:32]. Starting materials: BrC1=C(C=C(C=C1)I)F (1-Bromo-2-fluoro-4-iodobenzene), N1=CC=C(C=C1)B(O)O (4-pyridineboronic acid), C(=O)([O-])[O-].[Na+].[Na+] (Na2CO3). The reagents and catalysts are C=1C=CC(=CC1)[P](C=2C=CC=CC2)(C=3C=CC=CC3)[Pd]([P](C=4C=CC=CC4)(C=5C=CC=CC5)C=6C=CC=CC6)([P](C=7C=CC=CC7)(C=8C=CC=CC8)C=9C=CC=CC9)[P](C=1C=CC=CC1)(C=1C=CC=CC1)C=1C=CC=CC1 (tetrakis(triphenylphosphine)palladium). Run in O (water), O1CCOCC1.O (Dioxane water). Yields the product BrC1=C(C=C(C=C1)C1=CC=NC=C1)F (4-(4-bromo-3-fluorophenyl)pyridine). The yield is 21.9%. As a reaction SMILES: [Br:1][C:2]1[CH:7]=[CH:6][C:5](I)=[CH:4][C:3]=1[F:9].[N:10]1[CH:15]=[CH:14][C:13](B(O)O)=[CH:12][CH:11]=1.C([O-])([O-])=O.[Na+].[Na+]>O1CCOCC1.O.O.C1C=CC([P]([Pd]([P](C2C=CC=CC=2)(C2C=CC=CC=2)C2C=CC=CC=2)([P](C2C=CC=CC=2)(C2C=CC=CC=2)C2C=CC=CC=2)[P](C2C=CC=CC=2)(C2C=CC=CC=2)C2C=CC=CC=2)(C2C=CC=CC=2)C2C=CC=CC=2)=CC=1>[Br:1][C:2]1[CH:7]=[CH:6][C:5]([C:13]2[CH:14]=[CH:15][N:10]=[CH:11][CH:12]=2)=[CH:4][C:3]=1[F:9] |f:2.3.4,5.6,^1:36,38,57,76|. Procedure: 1-Bromo-2-fluoro-4-iodobenzene (300 mg, 0.997 mmol), 4-pyridineboronic acid (147 mg, 1.196 mmol), Na2CO3(211 mg, 1.994 mmol) and tetrakis(triphenylphosphine)palladium (230 mg, 0.199 mmol) in 3.3 mL of 1:1 Dioxane/water were heated to 100° C. for 20 h. The reaction was slowly warmed to room temperature, diluted with water and extracted with EtOAc. The organic phase was separated, dried (Na2SO4) and evaporated to dryness, giving an oil. This material was chromatographed on silica gel, eluting with... RXN SMILES: [F:1][C:2]1[CH:7]=[C:6](B2OC(C)(C)C(C)(C)O2)[CH:5]=[CH:4][C:3]=1[C:17]1[CH:18]=[N:19][C:20]([NH2:23])=[N:21][CH:22]=1.Br[C:25]1[CH:30]=[CH:29][CH:28]=[CH:27][C:26]=1[S:31]([CH2:34][CH2:35][CH2:36][N:37]1[C:41]2[CH:42]=[CH:43][CH:44]=[CH:45][C:40]=2[NH:39][C:38]1=[O:46])(=[O:33])=[O:32]>>[NH2:23][C:20]1[N:21]=[CH:22][C:17]([C:3]2[CH:4]=[CH:5][C:6]([C:25]3[CH:30]=[CH:29][CH:28]=[CH:27][C:26]=3[S:31]([CH2:34][CH2:35][CH2:36][N:37]3[C:41]4[CH:42]=[CH:43][CH:44]=[CH:45][C:40]=4[NH:39][C:38]3=[O:46])(=[O:33])=[O:32])=[CH:7][C:2]=2[F:1])=[CH:18][N:19]=1. Product: NC1=NC=C(C=N1)C1=C(C=C(C=C1)C1=C(C=CC=C1)S(=O)(=O)CCCN1C(NC2=C1C=CC=C2)=O)F (1-(3-((4′-(2-Aminopyrimidin-5-yl)-3′-fluoro-[1,1′-biphenyl]-2-yl)sulfonyl)propyl)-1H-benzo[d]imidazol-2(3H)-one). Starting materials: FC1=C(C=CC(=C1)B1OC(C(O1)(C)C)(C)C)C=1C=NC(=NC1)N (5-(2-fluoro-4-(4,4,5,5-tetramethyl-1,3,2-dioxaborolan-2-yl)phenyl)-pyrimidin-2-amine), BrC1=C(C=CC=C1)S(=O)(=O)CCCN1C(NC2=C1C=CC=C2)=O (1-(3-((2-bromophenyl)sulfonyl)propyl)-1H-benzo[d]imidazol-2(3H)-one). Reported procedure: The title compound was prepared using analogous conditions to those described in Example 6 utilizing 5-(2-fluoro-4-(4,4,5,5-tetramethyl-1,3,2-dioxaborolan-2-yl)phenyl)-pyrimidin-2-amine and 1-(3-((2-bromophenyl)sulfonyl)propyl)-1H-benzo[d]imidazol-2(3H)-one. MS (ESI): mass calcd. for C26H22FN5O3S, 503.14; m/z found, 503.9 [M+H]+. 1H NMR (500 MHz, DMSO-d6) δ 10.85 (s, 1H), 8.45 (s, 2H), 8.12-8.03 (d, J=7.8, 1H), 7.83-7.75 (m, 1H), 7.75-7.66 (m, 1H), 7.45-7.30 (m, 2H), 7.27-7.19 (d, J=11.5, 1H), 7... Reactants: N, c1(N(CC)CC)ccccc1.B, C1CN(C[C@@H](C1=O)O)S(=O)(=O)C. The reagents and catalysts are c1ccc(cc1)-c2c3ccccc3cc4ccccc24 (9-Phenylanthracene), CC(C)[O-].CC(C)[O-].CC(C)[O-].CC(C)[O-].[Ti+4] (Ti(OiPr)4). Reaction conditions: temperature 25 celsius, time 18 hour. The product is CS(=O)(=O)N1CC[C@@H](N)[C@@H](O)C1. Reaction SMILES: [CH3:1][S:2]([N:5]1[CH2:11][C@H:9]([OH:10])[C:8](=O)[CH2:7][CH2:6]1)(=[O:4])=[O:3].[NH3:12].B.CCN(c1ccccc1)CC>>[CH3:1][S:2]([N:5]1[CH2:11][C@H:9]([OH:10])[C@H:8]([NH2:12])[CH2:7][CH2:6]1)(=[O:4])=[O:3]. The reactants are C1(CC1)COC1=C(C=CC(=N1)C(=O)O)N1CC(C1)(F)F (6-cyclopropylmethoxy-5-(3,3-difluoro-azetidin-1-yl)-pyridine-2-carboxylic acid), COC(C(CC)(CC)N)=O (2-amino-2-ethyl-butyric acid methyl ester). RXN SMILES: [CH:1]1([CH2:4][O:5][C:6]2[N:11]=[C:10]([C:12]([OH:14])=O)[CH:9]=[CH:8][C:7]=2[N:15]2[CH2:18][C:17]([F:20])([F:19])[CH2:16]2)[CH2:3][CH2:2]1.C[O:22][C:23](=[O:30])[C:24]([NH2:29])([CH2:27][CH3:28])[CH2:25][CH3:26]>>[CH:1]1([CH2:4][O:5][C:6]2[N:11]=[C:10]([C:12]([NH:29][C:24]([CH2:27][CH3:28])([CH2:25][CH3:26])[C:23]([OH:30])=[O:22])=[O:14])[CH:9]=[CH:8][C:7]=2[N:15]2[CH2:18][C:17]([F:20])([F:19])[CH2:16]2)[CH2:2][CH2:3]1. Reported procedure: The title compound can e.g. be synthesized by: i) coupling of 6-cyclopropylmethoxy-5-(3,3-difluoro-azetidin-1-yl)-pyridine-2-carboxylic acid (Example 69 b) with 2-amino-2-ethyl-butyric acid methyl ester (CAN 70974-26-4) in analogy to Example 1; and ii) saponification of the ester group in analogy to the conditions described in Example 48 e), MS (EI): m/e=396.1 [M−H]−. The product is C1(CC1)COC1=C(C=CC(=N1)C(=O)NC(C(=O)O)(CC)CC)N1CC(C1)(F)F (2-(6-(Cyclopropylmethoxy)-5-(3,3-difluoroazetidin-1-yl)picolinamido)-2-ethylbutanoic acid). The reactants are COCOC1=C(C=O)C=CC=C1 (2-methoxymethoxybenzaldehyde), C(CC(=O)O)(=O)O (malonic acid), N1CCCCC1 (piperidine), Cl (hydrochloric acid). The solvent is N1=CC=CC=C1 (pyridine), O (Water). Product: COCOC1=C(C=CC(=O)O)C=CC=C1 (2-methoxymethoxycinnamic acid). Yield: 87.8%. Reaction SMILES: [CH3:1][O:2][CH2:3][O:4][C:5]1[CH:12]=[CH:11][CH:10]=[CH:9][C:6]=1[CH:7]=O.C(O)(=O)[CH2:14][C:15]([OH:17])=[O:16].N1CCCCC1.Cl>N1C=CC=CC=1.O>[CH3:1][O:2][CH2:3][O:4][C:5]1[CH:12]=[CH:11][CH:10]=[CH:9][C:6]=1[CH:7]=[CH:14][C:15]([OH:17])=[O:16]. Procedure details: To a solution of 2-methoxymethoxybenzaldehyde (15.0 g, 90.3 mmol) in pyridine (80 mL) were added malonic acid (18.8 g, 181 mmol) and piperidine (1.0 mL, 9.0 mmol) followed by heating to reflux for 6 hours. Water was added to the residue prepared by evaporation of the solvent therefrom in vacuo and the mixture was acidified with a diluted hydrochloric acid. The crystals separated out therefrom were filtered and washed with water to give the title compound (16.5 g, 88%).